This data is from the Open Reaction Database (ORD), a public repository of structured organic reaction records. The task is: describe an organic reaction: reactants, conditions, products, and yield Reactants: Nc1ccc(I)cn1, O=C(O)C(F)(F)F. Product: C=Nc1ccc(I)cn1. RXN SMILES: [NH2:8][c:9]1[n:10][cH:11][c:12]([I:15])[cH:13][cH:14]1.[OH:1][C:2]([C:3]([F:4])([F:5])[F:6])=[O:7]>>[CH2:2]=[N:8][c:9]1[n:10][cH:11][c:12]([I:15])[cH:13][cH:14]1. Reactants: C(C1=CC=CC=C1)OC1=C(C=CC=C1)NN ((2-(benzyloxy)phenyl)hydrazine), N12CCC(C(CC1)CC2)=O (1-azabicyclo[3.2.2]nonan-4-one), S(O)(O)(=O)=O (sulfuric acid). Solvent: O1CCOCC1 (dioxane). Reaction conditions: temperature 80 celsius, time 16 hour. The product is C(C1=CC=CC=C1)OC1=CC=CC=2C3=C(NC12)C1CCN(C3)CC1 (7-(benzyloxy)-3,4,5,6-tetrahydro-1H-2,5-ethanoazepino[4,3-b]indole). RXN SMILES: [CH2:1]([O:8][C:9]1[CH:14]=[CH:13][CH:12]=[CH:11][C:10]=1[NH:15]N)[C:2]1[CH:7]=[CH:6][CH:5]=[CH:4][CH:3]=1.[N:17]12[CH2:25][CH2:24][CH:21]([CH2:22][CH2:23]1)[C:20](=O)[CH2:19][CH2:18]2.S(=O)(=O)(O)O>O1CCOCC1>[CH2:1]([O:8][C:9]1[C:10]2[NH:15][C:20]3[CH:21]4[CH2:24][CH2:25][N:17]([CH2:18][C:19]=3[C:11]=2[CH:12]=[CH:13][CH:14]=1)[CH2:23][CH2:22]4)[C:2]1[CH:7]=[CH:6][CH:5]=[CH:4][CH:3]=1. Procedure details: Under nitrogen, (2-(benzyloxy)phenyl)hydrazine (214 mg, 1.0 mmol, International Publication No. WO2009001129) was mixed with the product of Example 1A (139 mg, 1.0 mmol) and sulfuric acid (0.2 mL, 3.76 mmol; J. T. Baker) in dry dioxane (10 mL). Then the mixture was heated to 80° C. and stirred for 16 hours in a sealed tube. The mixture was concentrated and basified with 1.0 M NaOH and then extracted with ethyl acetate (3×20 mL). The organic phase was concentrated and purified by reverse-phase HP...